Dataset: the Open Reaction Database (ORD), a public repository of structured organic reaction records. Task: describe an organic reaction: reactants, conditions, products, and yield Reaction conditions: time 20 hour. Yields the product C1(CC1)N1C(NC2=C1C=C(C(=C2)F)F)=O (1-cyclopropyl-5,6-difluoro-1H-benzo[d]imidazol-2(3H)-one). Yield: 68.5%. Procedure: Carbonyldiimidazole (4.3 g) was added to the solution of N1-cyclopropyl-4,5-difluorobenzene-1,2-diamine (3.2 g) in THF (30 ml). The mixture was stirred at rt for 20 hours, then diluted with ethyl acetate (200 ml) and washed with hydrochloric acid (1M, 200 ml). Organic layer dried over sodium sulphate, solvent removed to give expected product as a black solid (2.5 g). 1H NMR (CD3OD)δ: 7.20 (dd, 1H), 6.95 (dd, 1H), 2.86 (m, 1H), 1.11 (m, 2H), 0.94 (m, 2H). Solvent: C1CCOC1 (THF), C(C)(=O)OCC (ethyl acetate). The reactants are C(=O)(N1C=NC=C1)N1C=NC=C1 (Carbonyldiimidazole), C1(CC1)NC=1C(=CC(=C(C1)F)F)N (N1-cyclopropyl-4,5-difluorobenzene-1,2-diamine). RXN SMILES: [C:1](N1C=CN=C1)(N1C=CN=C1)=[O:2].[CH:13]1([NH:16][C:17]2[C:18]([NH2:25])=[CH:19][C:20]([F:24])=[C:21]([F:23])[CH:22]=2)[CH2:15][CH2:14]1>C1COCC1.C(OCC)(=O)C>[CH:13]1([N:16]2[C:17]3[CH:22]=[C:21]([F:23])[C:20]([F:24])=[CH:19][C:18]=3[NH:25][C:1]2=[O:2])[CH2:15][CH2:14]1. The reactants are O (water), C(C)(C)OC1=NC2=CC=C3C(=C2C(=C1)C(F)(F)F)OC[C@H](N3)C(C)C ((3R)-3,4-dihydro-8-isopropoxy-3-isopropyl-10-(trifluoromethyl)-2H-[1,4]oxazino[2,3-f]quinoline), C(=O)([O-])[O-].[K+].[K+] (K2CO3), C(C=C)Br (allyl bromide). Run in CN(C)C=O (DMF). Conditions: temperature 50 celsius. Yields the product C(C=C)N1[C@@H](COC2=C3C(=CC(=NC3=CC=C21)OC(C)C)C(F)(F)F)C(C)C ((3R)-4-allyl-3,4-dihydro-8-isopropoxy-3-isopropyl-10-(trifluoromethyl)-2H-[1,4]oxazino[2,3-f]quinoline). The yield is 90.5%. Reaction SMILES: [CH:1]([O:4][C:5]1[CH:14]=[C:13]([C:15]([F:18])([F:17])[F:16])[C:12]2[C:7](=[CH:8][CH:9]=[C:10]3[NH:22][C@H:21]([CH:23]([CH3:25])[CH3:24])[CH2:20][O:19][C:11]3=2)[N:6]=1)([CH3:3])[CH3:2].C([O-])([O-])=O.[K+].[K+].[CH2:32](Br)[CH:33]=[CH2:34].O>CN(C=O)C>[CH2:34]([N:22]1[C:10]2[C:11](=[C:12]3[C:7](=[CH:8][CH:9]=2)[N:6]=[C:5]([O:4][CH:1]([CH3:3])[CH3:2])[CH:14]=[C:13]3[C:15]([F:18])([F:17])[F:16])[O:19][CH2:20][C@H:21]1[CH:23]([CH3:25])[CH3:24])[CH:33]=[CH2:32] |f:1.2.3|. Procedure: A suspension of (3R)-3,4-dihydro-8-isopropoxy-3-isopropyl-10-(trifluoromethyl)-2H-[1,4]oxazino[2,3-f]quinoline (0.010 g, 0.028 mmol) and K2CO3 (0.019 g, 0.140 mmol) in DMF (1.0 mL) was treated with allyl bromide (0.024 mL, 0.280 mmol) and heated at 50° C. for 16 h. The reaction mixture was poured into 25 mL water and extracted with EtOAc (2×25 mL). The extracts were washed with 25 mL each water and brine, dried over MgSO4, filtered and concentrated to a yellow oil. Column chromatography (5–10% E... The reactants are ClC1=CC2=C(NC(CC(=N2)C2=CC(=CC=C2)N2N=CN=C2CO)=O)C=C1C(F)(F)F (7-chloro-4-[3-(5-hydroxymethyl-[1,2,4]triazol-1-yl)-phenyl]-8-trifluoromethyl-1,3-dihydro-benzo[b][1,4]diazepin-2-one), S(=O)(Cl)Cl (thionylchloride), [Cl-] (chloride), C1(CC1)N (cyclopropylamine). The solvent is ClCCl (dichloromethane), CN(C)C=O (DMF). Yields the product ClC1=CC2=C(NC(CC(=N2)C2=CC(=CC=C2)N2N=CN=C2CNC2CC2)=O)C=C1C(F)(F)F (7-Chloro-4-[3-(5-cyclopropylaminomethyl-[1,2,4]triazol-1-yl)-phenyl]-8-trifluoromethyl-1,3-dihydro-benzo[b][1,4]diazepin-2-one), solid. Yield: 57.0%. RXN SMILES: [Cl:1][C:2]1[C:26]([C:27]([F:30])([F:29])[F:28])=[CH:25][C:5]2[NH:6][C:7](=[O:24])[CH2:8][C:9]([C:11]3[CH:16]=[CH:15][CH:14]=[C:13]([N:17]4[C:21]([CH2:22]O)=[N:20][CH:19]=[N:18]4)[CH:12]=3)=[N:10][C:4]=2[CH:3]=1.S(Cl)(Cl)=O.[Cl-].[CH:36]1([NH2:39])[CH2:38][CH2:37]1>ClCCl.CN(C=O)C>[Cl:1][C:2]1[C:26]([C:27]([F:28])([F:29])[F:30])=[CH:25][C:5]2[NH:6][C:7](=[O:24])[CH2:8][C:9]([C:11]3[CH:16]=[CH:15][CH:14]=[C:13]([N:17]4[C:21]([CH2:22][NH:39][CH:36]5[CH2:38][CH2:37]5)=[N:20][CH:19]=[N:18]4)[CH:12]=3)=[N:10][C:4]=2[CH:3]=1. Reported procedure: The title compound was prepared from 7-chloro-4-[3-(5-hydroxymethyl-[1,2,4]triazol-1-yl)-phenyl]-8-trifluoromethyl-1,3-dihydro-benzo[b][1,4]diazepin-2-one (Example 63) (218 mg, 0.50 mmol) by reaction with thionylchloride in dichloromethane and subsequent treatment of the corresponding chloride with cyclopropylamine in DMF as described in Example 47. Obtained as an off-white solid (135 mg, 57%). Yield: 34.5%. As a reaction SMILES: [CH:1]1([C:4]([NH:6][NH2:7])=[O:5])[CH2:3][CH2:2]1.[Cl:8][C:9]1[C:10]([Cl:18])=[N:11][CH:12]=[C:13]([CH:17]=1)[C:14](Cl)=[O:15].Cl>[OH-].[Na+].C(COC)OC>[CH:1]1([C:4]([NH:6][NH:7][C:14]([C:13]2[CH:12]=[N:11][C:10]([Cl:18])=[C:9]([Cl:8])[CH:17]=2)=[O:15])=[O:5])[CH2:3][CH2:2]1 |f:3.4|. Procedure: A mixture of cyclopropanecarboxylic acid hydrazide (1.6 g, 16 mmol) in 5% aqueous sodium hydroxide (50 mL) was cooled to 0° C. with stirring and a solution of 5,6-dichloronicotinoyl chloride (3.1 g, 14.8 mmol) in dimethoxyethane (10 mL) added over 20 minutes. This was stirred at room temperature overnight, acidified to pH 3-4 with 1N hydrochloric acid and filtered. The resulting tan solid was dried to give the desired product (1.4 g, 35%). The solvent is C(OC)COC (dimethoxyethane), [OH-].[Na+] (sodium hydroxide). Conditions: temperature 0 celsius. Starting materials: ClC=1C(=NC=C(C(=O)Cl)C1)Cl (5,6-dichloronicotinoyl chloride), C1(CC1)C(=O)NN (cyclopropanecarboxylic acid hydrazide), Cl (hydrochloric acid). Yields the product C1(CC1)C(=O)NNC(=O)C=1C=NC(=C(C1)Cl)Cl (1-Cyclopropanecarbonyl-2-(5,6-dichloro-3-pyridinecarbonyl)-hydrazine).